This data is from the Open Reaction Database (ORD), a public repository of structured organic reaction records. The task is: describe an organic reaction: reactants, conditions, products, and yield Starting materials: CCOC(C)=O, Cc1ccc(S(=O)(=O)n2ccc3c(Cl)nc(Cl)nc32)cc1, CC(C)(C)OC(=O)N1CCCC(N)C1, C1COCCO1, O. Reaction SMILES: [CH3:37][CH2:38][O:39][C:40]([CH3:41])=[O:42].[Cl:1][c:2]1[n:3][c:4]([Cl:21])[c:5]2[c:6]([n:7]1)[n:8]([S:11](=[O:12])(=[O:13])[c:14]1[cH:15][cH:16][c:17]([CH3:18])[cH:19][cH:20]1)[cH:9][cH:10]2.[NH2:22][CH:23]1[CH2:24][N:25]([C:29](=[O:30])[O:31][C:32]([CH3:33])([CH3:34])[CH3:35])[CH2:26][CH2:27][CH2:28]1.[O:43]1[CH2:44][CH2:45][O:46][CH2:47][CH2:48]1.[OH2:36]>>[Cl:1][c:2]1[n:3][c:4]([NH:22][CH:23]2[CH2:24][N:25]([C:29](=[O:30])[O:31][C:32]([CH3:33])([CH3:34])[CH3:35])[CH2:26][CH2:27][CH2:28]2)[c:5]2[c:6]([n:7]1)[n:8]([S:11](=[O:12])(=[O:13])[c:14]1[cH:15][cH:16][c:17]([CH3:18])[cH:19][cH:20]1)[cH:9][cH:10]2. Product: Cc1ccc(S(=O)(=O)n2ccc3c(NC4CCCN(C(=O)OC(C)(C)C)C4)nc(Cl)nc32)cc1. Starting materials: O=C1N=C(SC2=C1C=CC=C2)C2=CC=CC(=N2)CS(=O)(=O)[O-] (6-(4-oxo-4H-1,3-benzothiazin-2-yl)-2-pyridylmethanesulfonate), C(C)(=O)OCC (ethyl acetate), C(CC)S (n-Propyl mercaptan), [H-].[Na+] (sodium hydride). The solvent is CN(C)C=O (DMF), O (water). Run at time 18 hour. Product: C(CC)SCC1=CC=CC(=N1)C=1SC2=C(C(N1)=O)C=CC=C2 (2-[6-[(n-Propylthio)methyl]-2-pyridyl]-4H-1,3-benzothiazine-4-one). The yield is 20.3%. Reaction SMILES: [CH2:1]([SH:4])[CH2:2][CH3:3].[H-].[Na+].[O:7]=[C:8]1[C:13]2[CH:14]=[CH:15][CH:16]=[CH:17][C:12]=2[S:11][C:10]([C:18]2[N:23]=[C:22]([CH2:24]S([O-])(=O)=O)[CH:21]=[CH:20][CH:19]=2)=[N:9]1.C(OCC)(=O)C>CN(C=O)C.O>[CH2:1]([S:4][CH2:24][C:22]1[N:23]=[C:18]([C:10]2[S:11][C:12]3[CH:17]=[CH:16][CH:15]=[CH:14][C:13]=3[C:8](=[O:7])[N:9]=2)[CH:19]=[CH:20][CH:21]=1)[CH2:2][CH3:3] |f:1.2|. Procedure: n-Propyl mercaptan (0.25 g, 3.30 mmol) and sodium hydride (60% in oil, 0.15 g, 3.60 mmol) were dissolved in DMF (30 ml), and 6-(4-oxo-4H-1,3-benzothiazin-2-yl)-2-pyridylmethanesulfonate (1.05 g, 3.00 mmol) was added thereto. The reaction mixture was stirred at room temperature for 18 hrs, combined with ethyl acetate and water. The organic layer was washed with saturated brine and dried over anhydrous magnesium sulfate. The solvent was evaporated, and the residue was recrystallized from n-hexane-... Reactants: C1(=CC=CC=C1)NC1=CC=CC2=CC=CC=C12 (N-phenyl-l-naphthylamine), BrCC=CCBr (1.4-dibromobut-2-ene). Run at temperature 70 celsius. Yields the product C1(=CC=CC=C1)N(CC=CCN(C1=CC=CC2=CC=CC=C12)C1=CC=CC=C1)C1=CC=CC2=CC=CC=C12 (N,N'-Diphenyl-N,N'-di-1-naphthyl-2-butene-1,4-diamine). The yield is 17.5%. Reaction SMILES: [C:1]1([NH:7][C:8]2[C:17]3[C:12](=[CH:13][CH:14]=[CH:15][CH:16]=3)[CH:11]=[CH:10][CH:9]=2)[CH:6]=[CH:5][CH:4]=[CH:3][CH:2]=1.Br[CH2:19][CH:20]=[CH:21][CH2:22]Br>>[C:1]1([N:7]([C:8]2[C:17]3[C:12](=[CH:13][CH:14]=[CH:15][CH:16]=3)[CH:11]=[CH:10][CH:9]=2)[CH2:19][CH:20]=[CH:21][CH2:22][N:7]([C:1]2[CH:6]=[CH:5][CH:4]=[CH:3][CH:2]=2)[C:8]2[C:17]3[C:12](=[CH:13][CH:14]=[CH:15][CH:16]=3)[CH:11]=[CH:10][CH:9]=2)[CH:6]=[CH:5][CH:4]=[CH:3][CH:2]=1. Procedure: A mixture of N-phenyl-l-naphthylamine (63 g, 0.29 mol) and 1.4-dibromobut-2-ene (12 g, 0.056 mol) is heated to 70° C. for three days. The resulting reaction mass is allowed to cool and is then extracted with 3×100 ml of hot hexane. The combined hexane extracts are concentrated in vacuo to an oil which is chromatographed (silica gel. 95/5 cyclohexane/diethyl ether) to give an oil. Said oil is then crystallized from ether to give 4.8 g (17.5% yield) of the title compound as a tan solid melting at ... Reactants: ClCCN1CCCCCC1, COc1ccc2c(c1)CCCC(c1cccc(=O)n1Cc1ccc(OCCN3CCCCCC3)cc1)=C2, COc1ccc2c(c1)CCCC(c1cccc(=O)n1Cc1ccc(O)cc1)=C2. Product: O=c1cccc(C2=Cc3ccc(O)cc3CCC2)n1Cc1ccc(OCCN2CCCCCC2)cc1. Reaction SMILES: [Cl:29][CH2:30][CH2:31][N:32]1[CH2:33][CH2:34][CH2:35][CH2:36][CH2:37][CH2:38]1.[N:39]1([CH2:46][CH2:47][O:48][c:49]2[cH:50][cH:51][c:52]([CH2:53][n:54]3[c:55](=[O:73])[cH:56][cH:57][cH:58][c:59]3[C:60]3=[CH:61][c:62]4[c:63]([cH:67][c:68]([O:71][CH3:72])[cH:69][cH:70]4)[CH2:64][CH2:65][CH2:66]3)[cH:74][cH:75]2)[CH2:40][CH2:41][CH2:42][CH2:43][CH2:44][CH2:45]1.[OH:1][c:2]1[cH:3][cH:4][c:5]([CH2:6][n:7]2[c:8]([C:9]3=[CH:21][c:20]4[c:13]([cH:14][c:15]([O:16][CH3:17])[cH:18][cH:19]4)[CH2:12][CH2:11][CH2:10]3)[cH:22][cH:23][cH:24][c:25]2=[O:26])[cH:27][cH:28]1>>[N:39]1([CH2:46][CH2:47][O:48][c:49]2[cH:50][cH:51][c:52]([CH2:53][n:54]3[c:55](=[O:73])[cH:56][cH:57][cH:58][c:59]3[C:60]3=[CH:61][c:62]4[c:63]([cH:67][c:68]([OH:71])[cH:69][cH:70]4)[CH2:64][CH2:65][CH2:66]3)[cH:74][cH:75]2)[CH2:40][CH2:41][CH2:42][CH2:43][CH2:44][CH2:45]1. Reactants: ClC=1C=C(C=CC1)NC1=NC=CC(=N1)C1=CC=NC=C1 (N-(3-chloro-phenyl)-4-(4-pyridyl)-2-pyrimidineamine), ClC1=CC(=CC=C1)C(=O)OO (m-chloroperbenzoic acid). Run in C(Cl)Cl (methylene chloride). The product is ClC=1C=C(C=CC1)NC1=NC=CC(=N1)C1=CC=[N+](C=C1)[O-] (N-(3-chloro-phenyl)-4-(N-oxido4-pyridyl)-2-pyrimidineamine). Reaction SMILES: [Cl:1][C:2]1[CH:3]=[C:4]([NH:8][C:9]2[N:14]=[C:13]([C:15]3[CH:20]=[CH:19][N:18]=[CH:17][CH:16]=3)[CH:12]=[CH:11][N:10]=2)[CH:5]=[CH:6][CH:7]=1.ClC1C=CC=C(C(OO)=[O:29])C=1>C(Cl)Cl>[Cl:1][C:2]1[CH:3]=[C:4]([NH:8][C:9]2[N:14]=[C:13]([C:15]3[CH:20]=[CH:19][N+:18]([O-:29])=[CH:17][CH:16]=3)[CH:12]=[CH:11][N:10]=2)[CH:5]=[CH:6][CH:7]=1. Procedure details: 10 g (35.4 mmol) of N-(3-chloro-phenyl)-4-(4-pyridyl)-2-pyrimidineamine and 11.1 g (35.4 mmol) of m-chloroperbenzoic acid are stirred for 5 h at RT in 500 ml of methylene chloride. Concentration and crystallisation (acetic acid) of the residue give N-(3-chloro-phenyl)-4-(N-oxido4-pyridyl)-2-pyrimidineamine; m.p. 274°-275°, Rf =0.6 (methylene chloride:methanol=9:1). The reactants are CC(C)(C)[Si](C)(C)OCCBr, CCOC(=O)Cc1ccc(Br)cc1, CC(C)(C)[O-], CN(C)C=O, [K+]. The product is CCOC(=O)C(CCO[Si](C)(C)C(C)(C)C)c1ccc(Br)cc1. As a reaction SMILES: [Br:1][CH2:2][CH2:3][O:4][Si:5]([CH3:6])([CH3:7])[C:8]([CH3:9])([CH3:10])[CH3:11].[CH2:12]([CH3:13])[O:14][C:15]([CH2:16][c:17]1[cH:18][cH:19][c:20]([Br:23])[cH:21][cH:22]1)=[O:24].[CH3:25][C:26]([CH3:27])([O-:28])[CH3:29].[CH3:31][N:32]([CH3:33])[CH:34]=[O:35].[K+:30]>>[CH2:2]([CH2:3][O:4][Si:5]([CH3:6])([CH3:7])[C:8]([CH3:9])([CH3:10])[CH3:11])[CH:16]([C:15]([O:14][CH2:12][CH3:13])=[O:24])[c:17]1[cH:18][cH:19][c:20]([Br:23])[cH:21][cH:22]1.